This data is from the Open Reaction Database (ORD), a public repository of structured organic reaction records. The task is: describe an organic reaction: reactants, conditions, products, and yield Reactants: C(C)N(C1CC2=CC=CC=C2C1)CC (N,N-diethyl-2,3-dihydro-1H-inden-2-amine), FC(C(=O)O)(F)F (trifluoroacetic acid), [N+](=O)(O)[O-] (nitric acid), N.O (NH3 H2O). The solvent is ice water. Conditions: temperature 7.5 celsius, time 5 hour. The product is C(C)N(C1CC2=CC=C(C=C2C1)[N+](=O)[O-])CC (N,N-diethyl-5-nitro-2,3-dihydro-1H-inden-2-amine). Reaction SMILES: [CH2:1]([N:3]([CH2:13][CH3:14])[CH:4]1[CH2:12][C:11]2[C:6](=[CH:7][CH:8]=[CH:9][CH:10]=2)[CH2:5]1)[CH3:2].FC(F)(F)C(O)=O.[N+:22]([O-])([OH:24])=[O:23].N.O>>[CH2:13]([N:3]([CH2:1][CH3:2])[CH:4]1[CH2:12][C:11]2[C:6](=[CH:7][CH:8]=[C:9]([N+:22]([O-:24])=[O:23])[CH:10]=2)[CH2:5]1)[CH3:14] |f:3.4|. Procedure details: To a solution of Example 226A (2.0 g, 10.57 mmol) in trifluoroacetic acid (80 ml, 1038 mmol) was added nitric acid (0.726 ml, 10.57 mmol) dropwise at 0° C. The mixture was stirred at 0-15° C. for 5 hours. The solution was poured into ice/water (20 mL) and the pH was adjusted to 10 with NH3/H2O. The mixture was extracted with methylene chloride (4×50 mL). The combined organic layers were dried over Na2SO4, filtered and concentrated to provide the title compound. The reactants are CCCCO, COc1cc(-c2cnn(C)c2)cn2ncc(C=O)c12, CC=C(C)C, CCOC(C)=O, [O-][Cl+][O-], [Na+], [Na+], O, O=P([O-])(O)O. Yields the product COc1cc(-c2cnn(C)c2)cn2ncc(C(=O)O)c12. As a reaction SMILES: [CH2:42]([OH:43])[CH2:44][CH2:45][CH3:46].[CH3:1][O:2][c:3]1[c:4]2[n:5]([cH:6][c:7](-[c:9]3[cH:10][n:11][n:12]([CH3:14])[cH:13]3)[cH:8]1)[n:15][cH:16][c:17]2[CH:18]=[O:19].[CH3:26][C:27](=[CH:28][CH3:29])[CH3:30].[CH3:36][CH2:37][O:38][C:39](=[O:40])[CH3:41].[Cl+:31]([O-:32])[O-:33].[Na+:25].[Na+:34].[OH2:35].[P:20](=[O:21])([O-:22])([OH:23])[OH:24]>>[CH3:1][O:2][c:3]1[c:4]2[n:5]([cH:6][c:7](-[c:9]3[cH:10][n:11][n:12]([CH3:14])[cH:13]3)[cH:8]1)[n:15][cH:16][c:17]2[C:18](=[O:19])[OH:21]. The reactants are [BH-](OC(=O)C)(OC(=O)C)OC(=O)C.[Na+] (NaB(OAc)3H), [N+](=O)([O-])C1=CC=C(C=O)C=C1 (4-nitro-benzaldehyde), 4a, N1CCCCC1 (piperidine), 5a, [OH-].[Na+] (NaOH). The reagents and catalysts are C(C)(=O)O (acetic acid). The solvent is C(Cl)Cl (CH2Cl2). Run at time 8 hour. The product is [N+](=O)([O-])C1=CC=C(CN2CCCCC2)C=C1 (1-(4-nitro-benzyl)-piperidine), 5b. The yield is 67.0%. Reaction SMILES: [BH-](OC(C)=O)(OC(C)=O)OC(C)=O.[Na+].[N+:15]([C:18]1[CH:25]=[CH:24][C:21]([CH:22]=O)=[CH:20][CH:19]=1)([O-:17])=[O:16].[NH:26]1[CH2:31][CH2:30][CH2:29][CH2:28][CH2:27]1.[OH-].[Na+]>C(O)(=O)C.C(Cl)Cl>[N+:15]([C:18]1[CH:25]=[CH:24][C:21]([CH2:22][N:26]2[CH2:31][CH2:30][CH2:29][CH2:28][CH2:27]2)=[CH:20][CH:19]=1)([O-:17])=[O:16] |f:0.1,4.5|. Procedure details: NaB(OAc)3H (6.6 mmol, 1.4 g) was added to a mixture of 4-nitro-benzaldehyde Compound 4a (6.0 mmol, 0.9 g), piperidine Compound 5a (9.0 mmol, 0.9 mL) and glacial acetic acid (5 drops) in CH2Cl2 (50 mL) and the resulting suspension was stirred at r.t. overnight. The reaction mixture was made basic with a 2N NaOH solution and extracted with CH2Cl2. The organic layer was washed with brine, then separated and dried over Na2SO4. The drying agent was filtered and the solvent was removed in vacuo. The p... The reactants are C1COCCN1, CC(Cl)Cl, C1CCOC1, COc1cnc(N2CCOCC2)c2sc(NC(=O)Oc3ccccc3)nc12. Yields the product COc1cnc(N2CCOCC2)c2sc(NC(=O)N3CCOCC3)nc12. RXN SMILES: [CH2:28]1[CH2:29][O:30][CH2:31][CH2:32][NH:33]1.[Cl:34][CH:35]([Cl:36])[CH3:37].[O:38]1[CH2:39][CH2:40][CH2:41][CH2:42]1.[c:1]1([O:2][C:8]([NH:9][c:10]2[s:11][c:12]3[c:13]([N:21]4[CH2:22][CH2:23][O:24][CH2:25][CH2:26]4)[n:14][cH:15][c:16]([O:19][CH3:20])[c:17]3[n:18]2)=[O:27])[cH:3][cH:4][cH:5][cH:6][cH:7]1>>[C:8]([NH:9][c:10]1[s:11][c:12]2[c:13]([N:21]3[CH2:22][CH2:23][O:24][CH2:25][CH2:26]3)[n:14][cH:15][c:16]([O:19][CH3:20])[c:17]2[n:18]1)(=[O:27])[N:33]1[CH2:28][CH2:29][O:30][CH2:31][CH2:32]1. Reported procedure: In analogy to example 74, step 5, from (R)-4′-(3-(methoxy(methyl)amino)-3-oxo-1-tolylpropyl)biphenyl-4-carboxylic acid, lithium salt and 2,6-dichloro-4-iodopyridine was prepared the title compound as light brown foam, MS (ESI−): m/z=488.2 ([M−H]−, 1Cl). Yields the product ClC1=NC(=CC(=C1)C(C[C@@H](C1=C(C=CC=C1)C)C1=CC=C(C=C1)C1=CC=C(C=C1)C(=O)O)=O)Cl ((R)-4′-(3-(2,6-Dichloropyridin-4-yl)-3-oxo-1-o-tolylpropyl)biphenyl-4-carboxylic acid). The reactants are CON(C(C[C@@H](C1=C(C=CC=C1)C)C1=CC=C(C=C1)C1=CC=C(C=C1)C(=O)O)=O)C ((R)-4′-(3-(methoxy(methyl)amino)-3-oxo-1-tolylpropyl)biphenyl-4-carboxylic acid), [Li] (lithium), ClC1=NC(=CC(=C1)I)Cl (2,6-dichloro-4-iodopyridine). Reaction SMILES: CON(C)[C:4](=[O:29])[CH2:5][C@H:6]([C:14]1[CH:19]=[CH:18][C:17]([C:20]2[CH:25]=[CH:24][C:23]([C:26]([OH:28])=[O:27])=[CH:22][CH:21]=2)=[CH:16][CH:15]=1)[C:7]1[CH:12]=[CH:11][CH:10]=[CH:9][C:8]=1[CH3:13].[Li].[Cl:32][C:33]1[CH:38]=[C:37](I)[CH:36]=[C:35]([Cl:40])[N:34]=1>>[Cl:32][C:33]1[CH:38]=[C:37]([C:4](=[O:29])[CH2:5][C@H:6]([C:14]2[CH:19]=[CH:18][C:17]([C:20]3[CH:21]=[CH:22][C:23]([C:26]([OH:28])=[O:27])=[CH:24][CH:25]=3)=[CH:16][CH:15]=2)[C:7]2[CH:12]=[CH:11][CH:10]=[CH:9][C:8]=2[CH3:13])[CH:36]=[C:35]([Cl:40])[N:34]=1 |^1:30|. Reactants: Brc1ccc2c(C3CCNCC3)noc2c1, Cc1ccc(C(=O)NC2CC2)cc1B1OC(C)(C)C(C)(C)O1. Product: Cc1ccc(C(=O)NC2CC2)cc1-c1ccc2c(C3CCNCC3)noc2c1. RXN SMILES: [Br:1][c:2]1[cH:3][c:4]2[c:5]([c:6]([CH:9]3[CH2:10][CH2:11][NH:12][CH2:13][CH2:14]3)[n:7][o:8]2)[cH:15][cH:16]1.[CH:17]1([NH:20][C:21]([c:22]2[cH:23][c:24]([B:29]3[O:30][C:31]([CH3:32])([CH3:33])[C:34]([CH3:35])([CH3:36])[O:37]3)[c:25]([CH3:28])[cH:26][cH:27]2)=[O:38])[CH2:18][CH2:19]1>>[c:2]1(-[c:24]2[cH:23][c:22]([C:21]([NH:20][CH:17]3[CH2:18][CH2:19]3)=[O:38])[cH:27][cH:26][c:25]2[CH3:28])[cH:3][c:4]2[c:5]([c:6]([CH:9]3[CH2:10][CH2:11][NH:12][CH2:13][CH2:14]3)[n:7][o:8]2)[cH:15][cH:16]1. Reactants: Br, [O-]Br, COc1ccc(C(=O)c2ccccc2)c(Br)c1, Cl, [Na+], [Na+], [Na+], [Na+], [OH-], O=S([O-])[O-]. Product: COc1ccc(C(=O)O)c(Br)c1. Reaction SMILES: [Br:1].[Br:27][O-:28].[Br:4][c:5]1[c:6]([C:7](=[O:8])[c:9]2[cH:10][cH:11][cH:12][cH:13][cH:14]2)[cH:15][cH:16][c:17]([O:19][CH3:20])[cH:18]1.[ClH:30].[Na+:25].[Na+:26].[Na+:29].[Na+:3].[OH-:2].[S:21](=[O:22])([O-:23])[O-:24]>>[Br:4][c:5]1[c:6]([C:7]([OH:8])=[O:22])[cH:15][cH:16][c:17]([O:19][CH3:20])[cH:18]1. Starting materials: CC(=O)[O-], CO, Cl, NO, [Na+], Fc1cc(F)c(Cn2nc3c(C(F)(F)F)cccc3c2-c2cccc(N=C(c3ccccc3)c3ccccc3)c2)c(F)c1. As a reaction SMILES: [CH3:45][C:46](=[O:47])[O-:48].[CH3:52][OH:53].[ClH:49].[NH2:50][OH:51].[Na+:44].[c:1]1([C:2]([c:3]2[cH:4][cH:5][cH:6][cH:7][cH:38]2)=[N:8][c:9]2[cH:10][c:11](-[c:15]3[n:16]([CH2:28][c:29]4[c:30]([F:37])[cH:31][c:32]([F:36])[cH:33][c:34]4[F:35])[n:17][c:18]4[c:19]([C:24]([F:25])([F:26])[F:27])[cH:20][cH:21][cH:22][c:23]34)[cH:12][cH:13][cH:14]2)[cH:39][cH:40][cH:41][cH:42][cH:43]1>>[NH2:8][c:9]1[cH:10][c:11](-[c:15]2[n:16]([CH2:28][c:29]3[c:30]([F:37])[cH:31][c:32]([F:36])[cH:33][c:34]3[F:35])[n:17][c:18]3[c:19]([C:24]([F:25])([F:26])[F:27])[cH:20][cH:21][cH:22][c:23]23)[cH:12][cH:13][cH:14]1. Yields the product Nc1cccc(-c2c3cccc(C(F)(F)F)c3nn2Cc2c(F)cc(F)cc2F)c1. Starting materials: O=c1cc(N2CCNCC2)nc[nH]1, O=Cc1ccccc1-c1ccccc1. Yields the product O=c1cc(N2CCN(Cc3ccccc3-c3ccccc3)CC2)nc[nH]1. Reaction SMILES: [N:1]1([c:7]2[cH:8][c:9](=[O:13])[nH:10][cH:11][n:12]2)[CH2:2][CH2:3][NH:4][CH2:5][CH2:6]1.[c:14]1(-[c:20]2[c:21]([CH:22]=[O:23])[cH:24][cH:25][cH:26][cH:27]2)[cH:15][cH:16][cH:17][cH:18][cH:19]1>>[N:1]1([c:7]2[cH:8][c:9](=[O:13])[nH:10][cH:11][n:12]2)[CH2:2][CH2:3][N:4]([CH2:22][c:21]2[c:20](-[c:14]3[cH:15][cH:16][cH:17][cH:18][cH:19]3)[cH:27][cH:26][cH:25][cH:24]2)[CH2:5][CH2:6]1.